This data is from the Open Reaction Database (ORD), a public repository of structured organic reaction records. The task is: describe an organic reaction: reactants, conditions, products, and yield Starting materials: CO, Cl, Cc1c(Cl)c(N)cc(C(=O)O)c1Cl, O. Yields the product COC(=O)c1cc(N)c(Cl)c(C)c1Cl. RXN SMILES: [CH3:14][OH:15].[ClH:16].[NH2:1][c:2]1[c:3]([Cl:13])[c:4]([CH3:12])[c:5]([Cl:11])[c:6]([C:7](=[O:8])[OH:9])[cH:10]1.[OH2:17]>>[NH2:1][c:2]1[c:3]([Cl:13])[c:4]([CH3:12])[c:5]([Cl:11])[c:6]([C:7](=[O:8])[O:9][CH3:14])[cH:10]1. Starting materials: ClC=1C=NC=C(C1SC1=C(C=C(S1)C(=O)O)[N+](=O)[O-])Cl (5-[(3,5-dichloro-4-pyridyl)sulfanyl]-4-nitro-thiophene-2-carboxylic acid), CN1C(CC(CC1(C)C)N)(C)C (1,2,2,6,6-pentamethylpiperidin-4-amine). Product: ClC=1C=NC=C(C1SC1=C(C=C(S1)C(=O)NC1CC(N(C(C1)(C)C)C)(C)C)[N+](=O)[O-])Cl (5-((3,5-dichloropyridin-4-yl)thio)-4-nitro-N-(1,2,2,6,6-pentamethylpiperidin-4-yl)thiophene-2-carboxamide), solid. Yield: 34.0%. RXN SMILES: [Cl:1][C:2]1[CH:3]=[N:4][CH:5]=[C:6]([Cl:20])[C:7]=1[S:8][C:9]1[S:13][C:12]([C:14]([OH:16])=O)=[CH:11][C:10]=1[N+:17]([O-:19])=[O:18].[CH3:21][N:22]1[C:27]([CH3:29])([CH3:28])[CH2:26][CH:25]([NH2:30])[CH2:24][C:23]1([CH3:32])[CH3:31]>>[Cl:20][C:6]1[CH:5]=[N:4][CH:3]=[C:2]([Cl:1])[C:7]=1[S:8][C:9]1[S:13][C:12]([C:14]([NH:30][CH:25]2[CH2:24][C:23]([CH3:31])([CH3:32])[N:22]([CH3:21])[C:27]([CH3:29])([CH3:28])[CH2:26]2)=[O:16])=[CH:11][C:10]=1[N+:17]([O-:19])=[O:18]. Procedure: Prepared according to the procedure described for example 44 from 5-[(3,5-dichloro-4-pyridyl)sulfanyl]-4-nitro-thiophene-2-carboxylic acid (35 mg, 0.1 mmol) and 1,2,2,6,6-pentamethylpiperidin-4-amine (20.4 mg, 0.12 mmol). The title compound was obtained as a solid (16.9 mg, 34% yield). MS m/z: 503.09, 505.08 [M+H]+. Starting materials: C(C)(=O)C=1N=CC=2NC3=CC=C(C=C3C2C1COC)OCC1=CC=CC=C1 (3-acetyl-6-benzyloxy-4-methoxymethyl-β-carboline), C(C)OC(N(C)C)OCC (N,N-dimethylformamide diethylacetal). Run at time 5 hour. The product is C(C1=CC=CC=C1)OC=1C=C2C=3C(=C(N=CC3NC2=CC1)C1=CC=NO1)COC (6-benzyloxy-4-methoxymethyl-3-(5-isoxazolyl)-β-carboline). Reaction SMILES: [C:1]([C:4]1[N:5]=[CH:6][C:7]2[NH:8][C:9]3[C:14]([C:15]=2[C:16]=1[CH2:17][O:18][CH3:19])=[CH:13][C:12]([O:20][CH2:21][C:22]1[CH:27]=[CH:26][CH:25]=[CH:24][CH:23]=1)=[CH:11][CH:10]=3)(=[O:3])[CH3:2].C(O[CH:31](OCC)[N:32](C)C)C>>[CH2:21]([O:20][C:12]1[CH:13]=[C:14]2[C:9](=[CH:10][CH:11]=1)[NH:8][C:7]1[CH:6]=[N:5][C:4]([C:1]3[O:3][N:32]=[CH:31][CH:2]=3)=[C:16]([CH2:17][O:18][CH3:19])[C:15]2=1)[C:22]1[CH:23]=[CH:24][CH:25]=[CH:26][CH:27]=1. Reported procedure: At 100° C., 500 mg of 3-acetyl-6-benzyloxy-4-methoxymethyl-β-carboline is stirred overnight in 5 ml of N,N-dimethylformamide diethylacetal. After concentration by evaporation, the mixture, without further purification, is taken up in 20 ml of absolute ethanol, combined with 600 mg of hydroxylamine-O-sulfonic acid in 5 ml of methanol, and stirred for 5 hours at room temperature. After neutralization with triethylamine, the reaction mixture is stirred overnight, introduced into water, and extracte... Starting materials: CCOC(=O)c1cn2c(cc(OC)c3ccccc32)n1, CCO, Cl, [Na+], [OH-], O. Yields the product COc1cc2nc(C(=O)O)cn2c2ccccc12. RXN SMILES: [CH3:1][O:2][c:3]1[cH:4][c:5]2[n:6]([c:7]3[cH:8][cH:9][cH:10][cH:11][c:12]13)[cH:13][c:14]([C:16](=[O:17])[O:18][CH2:19][CH3:20])[n:15]2.[CH3:24][CH2:25][OH:26].[ClH:23].[Na+:22].[OH-:21].[OH2:27]>>[CH3:1][O:2][c:3]1[cH:4][c:5]2[n:6]([c:7]3[cH:8][cH:9][cH:10][cH:11][c:12]13)[cH:13][c:14]([C:16](=[O:17])[OH:18])[n:15]2. Reactants: C(=O)(O)C[C@H]1[C@@H](SC2=C(NC1=O)C=CC=C2)C2=CC1=C(C=C2)OCO1 ((+/-)-trans 3-carboxymethyl-2-(3,4-methylenedioxyphenyl)-2,3dihydro[1,5]benzothiazepine-4(5H)-one), [OH-].[Na+] (NaOH), CCO (EtOH). Run at time 18 hour. Yields the product C(=O)(O)[C@H]1[C@@H](SC2=C(NC1=O)C=CC=C2)C2=CC1=C(C=C2)OCO1 ((+/-)-Trans 3-Carboxy-2-(3,4-methylenedioxyphenyl)-2,3-dihydro[1.5]benzothiazepine-4-(5H)-one). The yield is 67.0%. As a reaction SMILES: C(C[C@@H:5]1[C:11](=[O:12])[NH:10][C:9]2[CH:13]=[CH:14][CH:15]=[CH:16][C:8]=2[S:7][C@H:6]1[C:17]1[CH:22]=[CH:21][C:20]2[O:23][CH2:24][O:25][C:19]=2[CH:18]=1)(O)=O.[OH-:26].[Na+].C[CH2:29][OH:30]>>[C:29]([C@@H:5]1[C:11](=[O:12])[NH:10][C:9]2[CH:13]=[CH:14][CH:15]=[CH:16][C:8]=2[S:7][C@H:6]1[C:17]1[CH:22]=[CH:21][C:20]2[O:23][CH2:24][O:25][C:19]=2[CH:18]=1)([OH:30])=[O:26] |f:1.2|. Reported procedure: A solution of (+/-)-trans 3-carboxymethyl-2-(3,4-methylenedioxyphenyl)-2,3dihydro[1,5]benzothiazepine-4(5H)-one (0.050 g, 0.14 mmole) in EtOH (3 ml) was treated with 25% NaOH (0.5 ml) under argon. The mixture was stirred 18 hours, and then the solvent was evaporated. H2O (3 ml) was added to the residue and the mixture acidified to pH 1 with 10% HCl. The mixture was stirred for 0.5 hours and the crystallized product was collected, washed with H2O (3 ml) and dried to give the tide compound (0.032 ... Reactants: C(\C=C/C=CC=CC=CC=CC=CCCCCCCCCC)(=O)OC(COCCCCCCCCCCCCCCCC)CO (cis-(±)-2-O-Docosahexaenoyl-1-O-hexadecylglycerol). Run in Cl (HCl). Conditions: temperature 120 celsius, time 24 hour. Product: C(CCCCCCCCCCCCCCC)OCC(O)CO ((±)-1-O-Hexadecylglycerol). Reaction SMILES: C([O:24][CH:25]([CH2:44][OH:45])[CH2:26][O:27][CH2:28][CH2:29][CH2:30][CH2:31][CH2:32][CH2:33][CH2:34][CH2:35][CH2:36][CH2:37][CH2:38][CH2:39][CH2:40][CH2:41][CH2:42][CH3:43])(=O)/C=C\C=CC=CC=CC=CC=CCCCCCCCCC>Cl>[CH2:28]([O:27][CH2:26][CH:25]([CH2:44][OH:45])[OH:24])[CH2:29][CH2:30][CH2:31][CH2:32][CH2:33][CH2:34][CH2:35][CH2:36][CH2:37][CH2:38][CH2:39][CH2:40][CH2:41][CH2:42][CH3:43]. Procedure: To compound 1a (3.363 g) was added 10% HCl solution (40 mL) and refluxed at 120° C. for 30 min. The reaction mixture was then kept at RT for 24 hours. The white lumps formed were filtered. The filtrate was extracted with hexane (50 mL, 2×) and the extracts added to the white lumps after removal of solvent. It was dried in a vacuum dessicator for 24 hours to obtain 2a which was quantitative. 1H NMR (in CDCl3): δ in ppm 0.83-0.87 (3H, m), 1.23 (26H, m), 1.52-1.55 (2H, m), 2.67 (1H, D2O exchangeabl...